This data is from the Open Reaction Database (ORD), a public repository of structured organic reaction records. The task is: describe an organic reaction: reactants, conditions, products, and yield Reactants: [Na] (sodium), C(N)(=O)C=1N=C(NC1O)CC(=O)OCC (ethyl 4-carbamoyl-5-hydroxy-1H-imidazole-2-acetate). Reported procedure: To 300 ml of anhydrous methanol was added 0.92 g of sodium and then 4.26 g of ethyl 4-carbamoyl-5-hydroxy-1H-imidazole-2-acetate was added thereto under ice-cooling. 5 minutes thereafter, the mixture was warmed to a room temperature and stirred for 15 minutes. The resulting mixture was concentrated under vacuum and the residue was dissolved into 100 ml of water. After addition of 120 ml of 1 N aqueous hydrochloric acid, the precipitated crystals were collected, washed with ethanol and diisopropy... Reaction SMILES: [Na].[C:2]([C:5]1[N:6]=[C:7]([CH2:11][C:12]([O:14]CC)=[O:13])[NH:8][C:9]=1[OH:10])(=[O:4])[NH2:3]>CO>[C:2]([C:5]1[N:6]=[C:7]([CH2:11][C:12]([OH:14])=[O:13])[NH:8][C:9]=1[OH:10])(=[O:4])[NH2:3] |^1:0|. Solvent: CO (methanol). Product: C(N)(=O)C=1N=C(NC1O)CC(=O)O (4-carbamoyl-5-hydroxy-1H-imidazole-2-acetic acid). Conditions: time 15 minute. The yield is 82.2%. The reactants are BrC=1SC=2CC3=C(C2C1)N(N=C3C3=CC=C(C=C3)OC)COCC[Si](C)(C)C (2-Bromo-6-(4-methoxy-phenyl)-4-(2-trimethylsilanyl-ethoxymethyl)-4,7-dihydro-1-thia-4,5-diaza-cyclopenta[a]pentalene), CC1(OB(OC1(C)C)C=1C=CC(=NC1)N)C (5-(4,4,5,5-Tetramethyl-[1,3,2]dioxaborolan-2-yl)-pyridin-2-ylamine), C(=O)([O-])[O-].[Na+].[Na+] (Na2CO3). Reagents/catalysts: Cl[Pd]([P](C1=CC=CC=C1)(C2=CC=CC=C2)C3=CC=CC=C3)([P](C4=CC=CC=C4)(C5=CC=CC=C5)C6=CC=CC=C6)Cl (Pd(PPh3)2Cl2). The solvent is C1(=CC=CC=C1)C.C(C)O (toluene ethanol). Run at temperature 100 celsius. Yields the product COC1=CC=C(C=C1)C1=NN(C2=C1CC=1SC(=CC21)C=2C=NC(=CC2)OC)COCC[Si](C)(C)C (6-(4-Methoxy-phenyl)-2-(6-methoxy-pyridin-3-yl)-4-(2-trimethylsilanyl-ethoxymethyl)-4,7-dihydro-1-thia-4,5-diaza-cyclopenta[a]pentalene). Isolated yield 60.0%. Reaction SMILES: Br[C:2]1[S:3][C:4]2[CH2:5][C:6]3[C:12]([C:13]4[CH:18]=[CH:17][C:16]([O:19][CH3:20])=[CH:15][CH:14]=4)=[N:11][N:10]([CH2:21][O:22][CH2:23][CH2:24][Si:25]([CH3:28])([CH3:27])[CH3:26])[C:7]=3[C:8]=2[CH:9]=1.CC1(C)C(C)(C)OB([C:37]2[CH:38]=[CH:39][C:40](N)=[N:41][CH:42]=2)O1.[C:45]([O-])([O-])=[O:46].[Na+].[Na+]>C1(C)C=CC=CC=1.C(O)C.Cl[Pd](Cl)([P](C1C=CC=CC=1)(C1C=CC=CC=1)C1C=CC=CC=1)[P](C1C=CC=CC=1)(C1C=CC=CC=1)C1C=CC=CC=1>[CH3:20][O:19][C:16]1[CH:17]=[CH:18][C:13]([C:12]2[C:6]3[CH2:5][C:4]4[S:3][C:2]([C:37]5[CH:42]=[N:41][C:40]([O:46][CH3:45])=[CH:39][CH:38]=5)=[CH:9][C:8]=4[C:7]=3[N:10]([CH2:21][O:22][CH2:23][CH2:24][Si:25]([CH3:27])([CH3:26])[CH3:28])[N:11]=2)=[CH:14][CH:15]=1 |f:2.3.4,5.6,^1:63,82|. Procedure details: A mixture of the corresponding 2-Bromo-6-(4-methoxy-phenyl)-4-(2-trimethylsilanyl-ethoxymethyl)-4,7-dihydro-1-thia-4,5-diaza-cyclopenta[a]pentalene (0.5 g, 0.1 mmol), 5-(4,4,5,5-Tetramethyl-[1,3,2]dioxaborolan-2-yl)-pyridin-2-ylamine (0.4 g, 1.7 mmol), Na2CO3 (2 M, 2.7 mL), and Pd(PPh3)2Cl2 (100 mg, 0.09 mmol) in toluene/ethanol (1:1, 10 mL) was heated at 100° C. for 8 hr. The solution was cooled to room temperature and extracted with ethyl acetate. The target product was purified by gravity col... Starting materials: OC1=CC(=CC2=C1C=C(O2)C)C(=O)OCC (ethyl 4-hydroxy-2-methyl-1-benzofuran-6-carboxylate), BrC1=NC=C(C=C1)S(=O)(=O)C (2-bromo-5-methanesulfonyl pyridine), C(=O)([O-])[O-].[Cs+].[Cs+] (Cs2CO3). Reagents/catalysts: [Cu]I (CuI). The solvent is CN(C)C=O (DMF). Reaction conditions: temperature 100 celsius. The product is CC=1OC2=C(C1)C(=CC(=C2)C(=O)OCC)OC2=NC=C(C=C2)S(=O)(=O)C (Ethyl 2-methyl-4-{[5-(methylsulfonyl)pyridin-2-yl]oxy}-1-benzofuran-6-carboxylate). The yield is 97.4%. RXN SMILES: [OH:1][C:2]1[C:7]2[CH:8]=[C:9]([CH3:11])[O:10][C:6]=2[CH:5]=[C:4]([C:12]([O:14][CH2:15][CH3:16])=[O:13])[CH:3]=1.Br[C:18]1[CH:23]=[CH:22][C:21]([S:24]([CH3:27])(=[O:26])=[O:25])=[CH:20][N:19]=1.C([O-])([O-])=O.[Cs+].[Cs+]>CN(C=O)C.[Cu]I>[CH3:11][C:9]1[O:10][C:6]2[CH:5]=[C:4]([C:12]([O:14][CH2:15][CH3:16])=[O:13])[CH:3]=[C:2]([O:1][C:18]3[CH:23]=[CH:22][C:21]([S:24]([CH3:27])(=[O:26])=[O:25])=[CH:20][N:19]=3)[C:7]=2[CH:8]=1 |f:2.3.4|. Reported procedure: A mixture of ethyl 4-hydroxy-2-methyl-1-benzofuran-6-carboxylate (500 mg, 2.27 mmol), 2-bromo-5-methanesulfonyl pyridine (590 mg, 2.57 mmol), Cs2CO3 (1.1 g, 4.12 mmol) and CuI (100 mg, 1 mmol) in DMF (20 mL) was heated to 100° C. for 4 hours. The solvent was removed under reduced pressure. The residue was poured into water (20 mL) and extracted with EtOAc (50 mL×2). The combined organic layer was washed with brine (20 mL×2), dried over Na2SO4 and concentrated. The product was purified via gradie...